This data is from the Open Reaction Database (ORD), a public repository of structured organic reaction records. The task is: describe an organic reaction: reactants, conditions, products, and yield Solvent: CN(C)C=O (DMF). Yield: 23.1%. Procedure details: To a solution of cis-4-hydroxy-L-proline methyl ester (0.53 g) (0.0036 mol) in 10 mL of DMF cooled at 0° C. was added K2CO3 (0.52 g) (1.1 eq.), then 3,5-dichlorophenyl isocyanate (0.75 g) (1.1 eq.). The reaction was stirred overnight at RT and the insoluble material removed by filtration. The solution was concentrated under vacuum and the residue dissolved in DCM. The organic layer was washed with water, dried over MgSO4, and evaporated under reduced pressure. The resulting residue was purified ... Run at time 8 hour. Reactants: C(=O)([O-])[O-].[K+].[K+] (K2CO3), COC([C@H]1NC[C@H](C1)O)=O (cis-4-hydroxy-L-proline methyl ester), ClC=1C=C(C=C(C1)Cl)N=C=O (3,5-dichlorophenyl isocyanate). Yields the product ClC=1C=C(C=C(C1)Cl)N1C(N2[C@H](C1=O)C[C@@H](C2)O)=O ((7aS,6S)-2-(3,5-dichloro-phenyl)-6-hydroxy-tetrahydro-pyrrolo[1,2-c]imidazole-1,3-dione). As a reaction SMILES: CO[C:3](=[O:10])[C@@H:4]1[CH2:8][C@H:7]([OH:9])[CH2:6][NH:5]1.C([O-])([O-])=O.[K+].[K+].[Cl:17][C:18]1[CH:19]=[C:20]([N:25]=[C:26]=[O:27])[CH:21]=[C:22]([Cl:24])[CH:23]=1>CN(C=O)C>[Cl:17][C:18]1[CH:19]=[C:20]([N:25]2[C:3](=[O:10])[C@@H:4]3[CH2:8][C@H:7]([OH:9])[CH2:6][N:5]3[C:26]2=[O:27])[CH:21]=[C:22]([Cl:24])[CH:23]=1 |f:1.2.3|. Reactants: C(C)(C)(C)OC(=O)N1CCOC2=C1C=C(C=C2)NC2=NC=C(C(=N2)NC=2C=C(C=CC2)NC(C=C)=O)F (N-(3-(2-(4-tert-butoxycarbonyl-2,3-dihydrobenzo[1,4]oxazin-6-yl)amino-5-fluoropyrimidin-4-ylamino)phenyl)acrylamide), C(C)(=O)OC(C)=O (acetic anhydride), N1=CC=CC=C1 (pyridine). Solvent: C(Cl)Cl (CH2Cl2). The product is C(C)(=O)N1CCOC2=C1C=C(C=C2)NC2=NC=C(C(=N2)NC=2C=C(C=CC2)NC(C=C)=O)F (N-(3-(2-(4-acetyl-2,3-dihydrobenzo[1,4]oxazin-6-yl)amino-5-fluoropyrimidin-4-ylamino)phenyl)acrylamide). RXN SMILES: C([O:5][C:6]([N:8]1[C:13]2[CH:14]=[C:15]([NH:18][C:19]3[N:24]=[C:23]([NH:25][C:26]4[CH:27]=[C:28]([NH:32][C:33](=[O:36])[CH:34]=[CH2:35])[CH:29]=[CH:30][CH:31]=4)[C:22]([F:37])=[CH:21][N:20]=3)[CH:16]=[CH:17][C:12]=2[O:11][CH2:10][CH2:9]1)=O)(C)(C)C.[C:38](OC(=O)C)(=O)C.N1C=CC=CC=1>C(Cl)Cl>[C:6]([N:8]1[C:13]2[CH:14]=[C:15]([NH:18][C:19]3[N:24]=[C:23]([NH:25][C:26]4[CH:27]=[C:28]([NH:32][C:33](=[O:36])[CH:34]=[CH2:35])[CH:29]=[CH:30][CH:31]=4)[C:22]([F:37])=[CH:21][N:20]=3)[CH:16]=[CH:17][C:12]=2[O:11][CH2:10][CH2:9]1)(=[O:5])[CH3:38]. Procedure details: The title compound was prepared by treating the product of Example 85 with acetic anhydride and pyridine in CH2Cl2 at rt for 1 hr, followed by washing with 1N HCl, then with aqueous NaHCO3, drying over Na2SO4 and removal of solvents in vacuo. MS m/z: 449.1 (M+H+). Starting materials: C(O)([O-])=O.[Na+] (sodium hydrogen carbonate), N1C=NC=C1 (Imidazole), C(C1=CC=CC=C1)OC1=C(C=C2C(=NC=NC2=C1)NC1=CC(=C(C=C1)C)O)OC (7-benzyloxy-4-(3-hydroxy-4-methylanilino)-6-methoxyquinazoline), [Si](C1=CC=CC=C1)(C1=CC=CC=C1)(C(C)(C)C)Cl (t-Butyldiphenylsilyl chloride). Reagents/catalysts: [Pd] (Palladium-on-charcoal). The solvent is CN(C)C=O (DMF), CO (methanol), C(C)(=O)OCC (ethyl acetate), CN(C)C=O (DMF). The product is [Si](C1=CC=CC=C1)(C1=CC=CC=C1)(C(C)(C)C)OC=1C=C(NC2=NC=NC3=CC(=C(C=C23)OC)O)C=CC1C (4-(3-t-butyldiphenylsilyloxy-4-methylanilino)-7-hydroxy-6-methoxyquinazoline). The yield is 42.8%. As a reaction SMILES: N1C=CN=C1.C([O:13][C:14]1[CH:23]=[C:22]2[C:17]([C:18]([NH:24][C:25]3[CH:30]=[CH:29][C:28]([CH3:31])=[C:27]([OH:32])[CH:26]=3)=[N:19][CH:20]=[N:21]2)=[CH:16][C:15]=1[O:33][CH3:34])C1C=CC=CC=1.[Si:35](Cl)([C:48]([CH3:51])([CH3:50])[CH3:49])([C:42]1[CH:47]=[CH:46][CH:45]=[CH:44][CH:43]=1)[C:36]1[CH:41]=[CH:40][CH:39]=[CH:38][CH:37]=1.C(=O)([O-])O.[Na+]>CN(C=O)C.CO.C(OCC)(=O)C.[Pd]>[Si:35]([O:32][C:27]1[CH:26]=[C:25]([CH:30]=[CH:29][C:28]=1[CH3:31])[NH:24][C:18]1[C:17]2[C:22](=[CH:23][C:14]([OH:13])=[C:15]([O:33][CH3:34])[CH:16]=2)[N:21]=[CH:20][N:19]=1)([C:48]([CH3:51])([CH3:50])[CH3:49])([C:42]1[CH:43]=[CH:44][CH:45]=[CH:46][CH:47]=1)[C:36]1[CH:41]=[CH:40][CH:39]=[CH:38][CH:37]=1 |f:3.4|. Procedure: Imidazole (1.45 g, 21.6 mmol) was added to 7-benzyloxy-4-(3-hydroxy-4-methylanilino)-6-methoxyquinazoline (4.11 g, 9.69 mmol) in DMF (50 ml) and the mixture was stirred at ambient temperature until complete dissolution was achieved. t-Butyldiphenylsilyl chloride (2.5 ml, 9.6 mmol) was added dropwise and the reaction mixture stirred at ambient temperature for 72 hours. Saturated aqueous sodium hydrogen carbonate solution was added, and the product was extracted with methylene chloride. The solven...